From a dataset of the Open Reaction Database (ORD), a public repository of structured organic reaction records. describe an organic reaction: reactants, conditions, products, and yield The reactants are [N+](=O)([O-])C1=CC=C2C=NNC2=C1 (6-nitroindazole), S(=O)(=O)(Cl)Cl (sulfuryl chloride). Solvent: ClCCCl (DCE). Conditions: temperature 80 celsius. The product is ClC1=NNC2=CC(=CC=C12)[N+](=O)[O-] (3-chloro-6-nitro-1H-indazole). As a reaction SMILES: [N+:1]([C:4]1[CH:12]=[C:11]2[C:7]([CH:8]=[N:9][NH:10]2)=[CH:6][CH:5]=1)([O-:3])=[O:2].S(Cl)([Cl:16])(=O)=O>ClCCCl>[Cl:16][C:8]1[C:7]2[C:11](=[CH:12][C:4]([N+:1]([O-:3])=[O:2])=[CH:5][CH:6]=2)[NH:10][N:9]=1. Procedure: To a solution of 6-nitroindazole (2 mmol) in DCE (5 mL), sulfuryl chloride (10 mmol) was added and the resulting mixture was heated 80° C. for 3-5 h. The reaction mixture was concentrated, added with 5% aqueous Na2CO3 solution (20 mL) and extracted with EtOAc (2×15 mL). The combined organics were then washed with water (20 mL) and brine (20 mL) and dried over anhydrous Na2SO4. Removal of volatiles afforded 3-chloro-6-nitro-1H-indazole as a yellow solid. The reactants are COC([C@H](NC(C1=CC(=CC(=C1)C)C)=O)CC1=CC=CC=C1)=O (N-(3,5-dimethylbenzoyl)-(D)-phenylalanine methyl ester), C(C)I (ethyl iodide), [H-].[Na+] (sodium hydride), CC=1C=C(C(=O)N([C@H](CC2=CC=CC=C2)C(=O)O)CC)C=C(C1)C (N-(3,5-dimethylbenzoyl)-N-ethyl-(D)-phenylalanine), methyl ester, Cl.COC([C@@H](N)CC1=CNC2=CC=CC=C12)=O ((L)-tryptophan methyl ester hydrochloride). Product: CC=1C=C(C(=O)N([C@H](CC2=CC=CC=C2)C(=O)N[C@@H](CC2=CNC3=CC=CC=C23)C(=O)O)CC)C=C(C1)C (N-(3,5-dimethylbenzoyl)-N-ethyl-(D)-phenylalanyl-(L)-tryptophan). As a reaction SMILES: [CH3:1][C:2]1[CH:3]=[C:4]([CH:21]=[C:22]([CH3:24])[CH:23]=1)[C:5]([N:7]([CH2:19][CH3:20])[C@@H:8]([C:16](O)=[O:17])[CH2:9][C:10]1[CH:15]=[CH:14][CH:13]=[CH:12][CH:11]=1)=[O:6].COC(=O)[C@@H](CC1C=CC=CC=1)NC(=O)C1C=C(C)C=C(C)C=1.C(I)C.[H-].[Na+].Cl.C[O:55][C:56](=[O:69])[C@H:57]([CH2:59][C:60]1[C:68]2[C:63](=[CH:64][CH:65]=[CH:66][CH:67]=2)[NH:62][CH:61]=1)[NH2:58]>>[CH3:24][C:22]1[CH:21]=[C:4]([CH:3]=[C:2]([CH3:1])[CH:23]=1)[C:5]([N:7]([CH2:19][CH3:20])[C@@H:8]([C:16]([NH:58][C@H:57]([C:56]([OH:55])=[O:69])[CH2:59][C:60]1[C:68]2[C:63](=[CH:64][CH:65]=[CH:66][CH:67]=2)[NH:62][CH:61]=1)=[O:17])[CH2:9][C:10]1[CH:15]=[CH:14][CH:13]=[CH:12][CH:11]=1)=[O:6] |f:3.4,5.6|. Procedure details: Following the procedure described in example 12 and starting from N-(3,5-dimethylbenzoyl)-N-ethyl-(D)-phenylalanine (prepared by alkylation of N-(3,5-dimethylbenzoyl)-(D)-phenylalanine methyl ester with ethyl iodide in the presence of sodium hydride followed by hydrolysis of the methyl ester moiety according to example 1 and (L)-tryptophan methyl ester hydrochloride gives N-(3,5-dimethylbenzoyl)-N-ethyl-(D)-phenylalanyl-(L)-tryptophan; FAB-MS m/e 510 (M-H)-. The solvent is ClCCl (dichloromethane), ClCCl (dichloromethane), C(C)#N (acetonitrile). Run at time 18 hour. The product is BrC=1C=C(C=CC1O)C1=CC=C(C=C1)F (3-bromo-4′-fluoro-[1,1′-biphenyl]-4-ol). Yield: 117.9%. Procedure details: A solution of bromine (4.57 g, 28.59 mmol) in dichloromethane (20 mL) was added dropwise to a solution of 4-fluoro-4′-hydroxybiphenyl [purchased from TCI] (5.38 g, 28.59 mmol) in dichloromethane (100 mL) and acetonitrile (20 mL) and the reaction mixture stirred at room temperature under nitrogen for 18 hours. The reaction mixture was washed with saturated aqueous sodium hydrogen carbonate solution (200 mL) containing 10% aqueous sodium thiosulfate solution (20 mL), water (200 mL) and saturated b... Starting materials: BrBr (bromine), FC1=CC=C(C=C1)C1=CC=C(C=C1)O (4-fluoro-4′-hydroxybiphenyl). RXN SMILES: [Br:1]Br.[F:3][C:4]1[CH:9]=[CH:8][C:7]([C:10]2[CH:15]=[CH:14][C:13]([OH:16])=[CH:12][CH:11]=2)=[CH:6][CH:5]=1>ClCCl.C(#N)C>[Br:1][C:12]1[CH:11]=[C:10]([C:7]2[CH:6]=[CH:5][C:4]([F:3])=[CH:9][CH:8]=2)[CH:15]=[CH:14][C:13]=1[OH:16].